Dataset: the Open Reaction Database (ORD), a public repository of structured organic reaction records. Task: describe an organic reaction: reactants, conditions, products, and yield Starting materials: stainless steel, Xanthan gum, alkoxylated aryl, solids, OC[C@H](O)[C@@H](O)[C@H](O)[C@H](O)CO (sorbitol), BrC=1C(=C(C(=C2C1C(=O)OC2=O)Br)Br)Br (tetrabromophthalic anhydride), resultant product, [OH-].[K+] (KOH), polyethylene glycol, N(CCO)(CCO)CCO (triethanolamine), [Na] (sodium), formaldehyde naphthalane sulfonic acid. Run in O (water), O (water), O (water). Conditions: temperature 75 celsius. Yields the product BrC=1C(=C(C(=C(C1C(=O)[O-])C(=O)[O-])Br)Br)Br.[K+].[K+] (Potassium tetrabromophthalate salt). Reaction SMILES: N(CCO)(CCO)CC[OH:4].OC[C@@H]([C@H]([C@@H]([C@@H](CO)O)O)O)O.[Na].[Br:24][C:25]1[C:26]([Br:38])=[C:27]([Br:37])[C:28]([Br:36])=[C:29]2[C:34](=[O:35])[O:33][C:31](=[O:32])[C:30]=12.[OH-].[K+:40]>O>[Br:24][C:25]1[C:26]([Br:38])=[C:27]([Br:37])[C:28]([Br:36])=[C:29]([C:34]([O-:33])=[O:35])[C:30]=1[C:31]([O-:4])=[O:32].[K+:40].[K+:40] |f:4.5,7.8.9,^1:22|. Reported procedure: A stainless steel kettle equipped with good agitation, heating and cooling was charged with 100 lbs. of water, 20 lbs. of polyethylene glycol (M.W. 200), 21/2 lbs. of triethanolamine, 421/2 lbs. of a non-ionic emulsifying agent (alkoxylated aryl polymer) and 40 lbs. of sorbitol. After mixing wascomplete, 10 lbs. of an anionic dispersing agent (the sodium salt of a formaldehyde-naphthalane sulfonic acid condensate) was added and the mixture stirred until all these additions were dissolved. With c... Starting materials: C1(=CC=CC=C1)C1=NC=C(C=O)C=C1 (6-Phenylnicotinaldehyde), C1(=CC=CC=C1)[Mg]Br (phenylmagnesium bromide). Product: C1(=CC=CC=C1)C(O)C=1C=NC(=CC1)C1=CC=CC=C1 (Phenyl(6-phenylpyridin-3-yl)methanol). Reaction SMILES: [C:1]1([C:7]2[CH:14]=[CH:13][C:10]([CH:11]=[O:12])=[CH:9][N:8]=2)[CH:6]=[CH:5][CH:4]=[CH:3][CH:2]=1.[C:15]1([Mg]Br)[CH:20]=[CH:19][CH:18]=[CH:17][CH:16]=1>>[C:15]1([CH:11]([C:10]2[CH:9]=[N:8][C:7]([C:1]3[CH:2]=[CH:3][CH:4]=[CH:5][CH:6]=3)=[CH:14][CH:13]=2)[OH:12])[CH:20]=[CH:19][CH:18]=[CH:17][CH:16]=1. Reported procedure: Synthesized using compound 43b (300 mg, 1.73 mmol) and phenylmagnesium bromide (1.73 mL, 3.46 mmol, 2 M in THF) according to Method D. Crude product was purified by flash chromatography on silica-gel using a mixture of hexane/ethyl acetate (3:1) as eluent. Yellow solid. Yield: 138 mg, 42%. 1H NMR (CDCl3, 500 MHz): δH (ppm)=5.91 (s, 1H), 7.29-7.34 (m, 1H), 7.35-7.50 (m, 7H), 7.68 (dd, J=8.2, 0.6 Hz, 1H), 7.73-7.78 (m, 1H), 7.94-7.99 (m, 2H), 8.68 (dd, J=1.6, 0.6 Hz, 1H); 13C NMR (CDCl3, 125 MHz):... Reactants: CC(C)N(C(=O)n1nnc(-c2c(F)cccc2F)c1C#N)c1cccc(C(=O)OCc2ccccc2)c1, CO, [H][H]. Yields the product CC(C)N(C(=O)n1nnc(-c2c(F)cccc2F)c1C#N)c1cccc(C(=O)O)c1. Reaction SMILES: [C:1](#[N:2])[c:3]1[c:4](-[c:30]2[c:31]([F:37])[cH:32][cH:33][cH:34][c:35]2[F:36])[n:5][n:6][n:7]1[C:8](=[O:9])[N:10]([CH:11]([CH3:12])[CH3:13])[c:14]1[cH:15][c:16]([C:17](=[O:18])[O:19][CH2:20][c:21]2[cH:22][cH:23][cH:24][cH:25][cH:26]2)[cH:27][cH:28][cH:29]1.[CH3:40][OH:41].[H:38][H:39]>>[C:1](#[N:2])[c:3]1[c:4](-[c:30]2[c:31]([F:37])[cH:32][cH:33][cH:34][c:35]2[F:36])[n:5][n:6][n:7]1[C:8](=[O:9])[N:10]([CH:11]([CH3:12])[CH3:13])[c:14]1[cH:15][c:16]([C:17](=[O:18])[OH:19])[cH:27][cH:28][cH:29]1. The reactants are ClC1=C(C(=O)N)C=CC(=N1)Cl (2,6-dichloro-nicotinamide), ClC1=NC(=C(C(=O)N)C=C1)OCCC (6-Chloro-2-propoxy-nicotinamide), [H-].[Na+] (NaH). Run in C(C)#N (acetonitrile). Product: ClC1=NC(=C(C(=O)N)C=C1)OCC(C)C (6-Chloro-2-isobutoxy-nicotinamide). Isolated yield 66.6%. RXN SMILES: Cl[C:2]1[N:10]=[C:9]([Cl:11])[CH:8]=[CH:7][C:3]=1[C:4]([NH2:6])=[O:5].ClC1C=[CH:20][C:16]([C:17](N)=[O:18])=[C:15](OCCC)N=1.[H-].[Na+]>C(#N)C>[Cl:11][C:9]1[CH:8]=[CH:7][C:3]([C:4]([NH2:6])=[O:5])=[C:2]([O:18][CH2:17][CH:16]([CH3:20])[CH3:15])[N:10]=1 |f:2.3|. Reported procedure: To a solution of 2,6-dichloro-nicotinamide (1) (3 g, 15.7 mmol) in acetonitrile (anhydrous, 30 mL) were added 2-methyl-propan-1-ol (2) (1.22 g, 16.5 mmol) and NaH (0.42 g, 16.5 mmol). The reaction was kept at r.t. O/N. The suspension was filtered and the filtrate was concentrated in vacuo. The residue was purified by Biotage silica gel chromatography with 10%-80% EtOAc/hexanes gradient elution to afford 2.39 g (66% yield) of the title compound. The reactants are FC(C=1C=C(C=CC1)CCC(=O)N)(F)F (3-(3-trifluoromethyl-phenyl)-propionamide), [H-].[Al+3].[Li+].[H-].[H-].[H-] (lithium aluminum hydride), [OH-].[Na+] (Sodium hydroxide), C(C)(=O)OCC (Ethyl acetate), C(C)(=O)OCC (Ethyl acetate). The solvent is C1CCOC1 (THF), C1CCOC1 (THF). Conditions: temperature 0 celsius. Product: FC(C=1C=C(C=CC1)CCCN)(F)F (3-(3-Trifluoromethyl-phenyl)-propylamine). Isolated yield 50.2%. RXN SMILES: [F:1][C:2]([F:15])([F:14])[C:3]1[CH:4]=[C:5]([CH2:9][CH2:10][C:11]([NH2:13])=O)[CH:6]=[CH:7][CH:8]=1.[H-].[Al+3].[Li+].[H-].[H-].[H-].C(OCC)(=O)C.[OH-].[Na+]>C1COCC1>[F:1][C:2]([F:14])([F:15])[C:3]1[CH:4]=[C:5]([CH2:9][CH2:10][CH2:11][NH2:13])[CH:6]=[CH:7][CH:8]=1 |f:1.2.3.4.5.6,8.9|. Procedure: To a solution of 3-(3-trifluoromethyl-phenyl)-propionamide (12) (3.4 g, 15.7 mmol) in THF (70 mL) was added dropwise a solution of lithium aluminum hydride in THF (1.0 M, 15.7 mL, 15.7 mmol) at room temperature. The reaction mixture was heated to reflux for 4 hours, then cooled to 0° C. Ethyl acetate was added to quench the reaction. Sodium hydroxide (5 N) was added and the mixture was refluxed for 30 min. The reaction was cooled to room temperature. Ethyl acetate was added to extract the produc... The reactants are CC(C)CCO, Clc1cnccn1, NCC1CCNCC1, [Na+], [Na+], O=C([O-])[O-]. Yields the product NCC1CCN(c2cnccn2)CC1. RXN SMILES: [CH3:22][CH:23]([CH3:24])[CH2:25][CH2:26][OH:27].[Cl:1][c:2]1[n:3][cH:4][cH:5][n:6][cH:7]1.[NH:8]1[CH2:9][CH2:10][CH:11]([CH2:14][NH2:15])[CH2:12][CH2:13]1.[Na+:16].[Na+:17].[O-:18][C:19](=[O:20])[O-:21]>>[c:2]1([N:8]2[CH2:9][CH2:10][CH:11]([CH2:14][NH2:15])[CH2:12][CH2:13]2)[n:3][cH:4][cH:5][n:6][cH:7]1. Procedure details: In an atmosphere of nitrogen, (2S,4R)-2-carboxy-4-hydroxypyrrolidine (100 g, 0.763 mol) was suspended in methanol (400 ml) and the suspension was cooled to 5°-10° C. Then, thionyl chloride (99.8 g, 0.839 mol) was added dropwise thereto under 20° C. After completion of the dropwise addition, the reaction mixture was warmed to 60°-62° C. and stirred at this temperature for 1 hour. The reaction mixture was then cooled to 25°-30° C. for crystallization. To the mixture was added diisopropyl ether (18... The reactants are C(=O)(O)[C@H]1NC[C@@H](C1)O ((2S,4R)-2-carboxy-4-hydroxypyrrolidine), S(=O)(Cl)Cl (thionyl chloride), C(C)(C)OC(C)C (diisopropyl ether). Product: Cl.COC(=O)[C@H]1NC[C@@H](C1)O ((2S,4R)-2-methoxycarbonyl-4-hydroxypyrrolidine hydrochloride). Run in CO (methanol). As a reaction SMILES: [C:1]([C@@H:4]1[CH2:8][C@@H:7]([OH:9])[CH2:6][NH:5]1)([OH:3])=[O:2].S(Cl)([Cl:12])=O.[CH:14](OC(C)C)(C)C>CO>[ClH:12].[CH3:14][O:2][C:1]([C@@H:4]1[CH2:8][C@@H:7]([OH:9])[CH2:6][NH:5]1)=[O:3] |f:4.5|. Run at time 1 hour. Starting materials: OC1=C(C=O)C=CC=C1 (2-hydroxybenzaldehyde), COC(=O)C=P(C1=CC=CC=C1)(C1=CC=CC=C1)C1=CC=CC=C1 (methoxycarbonylmethylene-triphenylphosphorane). The solvent is C1(=CC=CC=C1)C (toluene). Run at time 3 hour. The product is OC1=C(C=CC=C1)C=CC(=O)OC (methyl 3-(2-hydroxyphenyl)acrylate). The yield is 69.4%. Reaction SMILES: [OH:1][C:2]1[CH:9]=[CH:8][CH:7]=[CH:6][C:3]=1[CH:4]=O.[CH3:10][O:11][C:12]([CH:14]=P(C1C=CC=CC=1)(C1C=CC=CC=1)C1C=CC=CC=1)=[O:13]>C1(C)C=CC=CC=1>[OH:1][C:2]1[CH:9]=[CH:8][CH:7]=[CH:6][C:3]=1[CH:4]=[CH:14][C:12]([O:11][CH3:10])=[O:13]. Procedure details: To a solution of 2-hydroxybenzaldehyde (2.44 g) in toluene (25 ml) was added methoxycarbonylmethylene-triphenylphosphorane (6.68 g) and the mixture was stirred for 3 hours at ambient temperature. The mixture was filtered and the filtrate was concentrated under reduced pressure. The residue was purified by silica gel column chromatography [eluting with ethyl acetate - n-hexane (1:1)] to give methyl 3-(2-hydroxyphenyl)acrylate (2.47 g). Starting materials: FC(C=1C=C(CN2C(C3=C(NCCC2)N=C(N=C3C3=C(C=CC=C3)C)S(=O)(=O)C)=O)C=C(C1)C(F)(F)F)(F)F (6-[3,5-bis(trifluoromethyl)benzyl]-5,6,7,8,9,10-hexahydro-4-(2-methylphenyl)-2-(methylsulfonyl)-5-oxopyrimido[4,5-b][1,5]diazocine), C(C)(=O)NC1CNCC1 (3-(acetylamino)pyrrolidine). Yields the product C(C)(=O)NC1CN(CC1)C=1N=C(C2=C(NCCCN(C2=O)CC2=CC(=CC(=C2)C(F)(F)F)C(F)(F)F)N1)C1=C(C=CC=C1)C (2-[3-(acetylamino)pyrrolidine-1-yl]-6-[3,5-bis(trifluoromethyl)benzyl]-5,6,7,8,9,10-hexahydro-4-(2-methylphenyl)-5-oxopyrimido[4,5-b][1,5]diazocine). Isolated yield 99.5%. RXN SMILES: [F:1][C:2]([F:39])([F:38])[C:3]1[CH:4]=[C:5]([CH:31]=[C:32]([C:34]([F:37])([F:36])[F:35])[CH:33]=1)[CH2:6][N:7]1[CH2:14][CH2:13][CH2:12][NH:11][C:10]2[N:15]=[C:16](S(C)(=O)=O)[N:17]=[C:18]([C:19]3[CH:24]=[CH:23][CH:22]=[CH:21][C:20]=3[CH3:25])[C:9]=2[C:8]1=[O:30].[C:40]([NH:43][CH:44]1[CH2:48][CH2:47][NH:46][CH2:45]1)(=[O:42])[CH3:41]>>[C:40]([NH:43][CH:44]1[CH2:48][CH2:47][N:46]([C:16]2[N:17]=[C:18]([C:19]3[CH:24]=[CH:23][CH:22]=[CH:21][C:20]=3[CH3:25])[C:9]3[C:8](=[O:30])[N:7]([CH2:6][C:5]4[CH:31]=[C:32]([C:34]([F:36])([F:37])[F:35])[CH:33]=[C:3]([C:2]([F:1])([F:38])[F:39])[CH:4]=4)[CH2:14][CH2:13][CH2:12][NH:11][C:10]=3[N:15]=2)[CH2:45]1)(=[O:42])[CH3:41]. Procedure details: In a similar manner to Example 1, 6-[3,5-bis(trifluoromethyl)benzyl]-5,6,7,8,9,10-hexahydro-4-(2-methylphenyl)-2-(methylsulfonyl)-5-oxopyrimido[4,5-b][1,5]diazocine (Compound of Reference Example 19; 85.9 mg) was reacted with 3-(acetylamino)pyrrolidine (23.1 mg) to obtain 2-[3-(acetylamino)pyrrolidine-1-yl]-6-[3,5-bis(trifluoromethyl)benzyl]-5,6,7,8,9,10-hexahydro-4-(2-methylphenyl)-5-oxopyrimido[4,5-b][1,5]diazocine (92.6 mg, 99%). The reactants are C(C)(C)(C)OC([C@H]1NCCC1)=O ((S)-proline t-butyl ester), CCOC(=O)OC(=O)OCC (DEPC), C(C)OC(=O)[C@H](CSCCSC1=CC=CC=C1)N[C@@H](C)C(=O)O (N-[(R)-l-ethoxycarbonyl-2-(2-phenylthioethylthio)ethyl]-alanine). Solvent: C(C)N(CC)CC (triethylamine). Yields the product C(C)(C)(C)OC([C@H]1N(CCC1)C([C@@H](N[C@@H](CSCCSC1=CC=CC=C1)C(=O)OCC)C)=O)=O (N-[(R)-1-ethoxycarbonyl-2-(2-phenylthioethylthio)ethyl]-alanyl-(S)-proline t-butyl ester). RXN SMILES: [CH2:1]([O:3][C:4]([C@@H:6]([NH:18][C@H:19]([C:21]([OH:23])=O)[CH3:20])[CH2:7][S:8][CH2:9][CH2:10][S:11][C:12]1[CH:17]=[CH:16][CH:15]=[CH:14][CH:13]=1)=[O:5])[CH3:2].[C:24]([O:28][C:29](=[O:35])[C@@H:30]1[CH2:34][CH2:33][CH2:32][NH:31]1)([CH3:27])([CH3:26])[CH3:25].CCOC(OC(OCC)=O)=O>C(N(CC)CC)C>[C:24]([O:28][C:29](=[O:35])[C@@H:30]1[CH2:34][CH2:33][CH2:32][N:31]1[C:21](=[O:23])[C@H:19]([CH3:20])[NH:18][C@H:6]([C:4]([O:3][CH2:1][CH3:2])=[O:5])[CH2:7][S:8][CH2:9][CH2:10][S:11][C:12]1[CH:13]=[CH:14][CH:15]=[CH:16][CH:17]=1)([CH3:27])([CH3:25])[CH3:26]. Procedure details: Using 3 g of s-isomer of N-[(R)-l-ethoxycarbonyl-2-(2-phenylthioethylthio)ethyl]-alanine prepare in Reference Example 46, 1.58 of (S)-proline t-butyl ester, 1.67 g of DEPC and 1.3 ml of triethylamine and following the general procedure of Example 7, the β-isomer of the title compound was prepared as a colorless oil. Yield 3.41 g.